Dataset: the Open Reaction Database (ORD), a public repository of structured organic reaction records. Task: describe an organic reaction: reactants, conditions, products, and yield Reactants: COc1ccc(-c2cc3n(n2)C(=O)c2ccccc2-3)cc1, CO, [Na]. The product is COC(=O)c1ccccc1-c1cc(-c2ccc(OC)cc2)[nH]n1. RXN SMILES: [CH3:1][O:2][c:3]1[cH:4][cH:5][c:6](-[c:9]2[n:10][n:11]3[c:12]([cH:21]2)-[c:13]2[cH:14][cH:15][cH:16][cH:17][c:18]2[C:19]3=[O:20])[cH:7][cH:8]1.[CH3:23][OH:24].[Na:22]>>[CH3:1][O:2][c:3]1[cH:4][cH:5][c:6](-[c:9]2[nH:10][n:11][c:12](-[c:13]3[cH:14][cH:15][cH:16][cH:17][c:18]3[C:19](=[O:20])[O:24][CH3:23])[cH:21]2)[cH:7][cH:8]1. Yields the product C(CCCCCCCCCCCCCCCCCCCCC)(=O)[O-].[Na+] (sodium behenate). Reported procedure: 87.6 kg of behenate (trade name: EDENOR C22-85R, manufactured by Cognis), 423 L of distilled water, 49.2 L of a 5 mol/L aqueous solution of NaOH and 120 L of t-butyl alcohol were mixed and allowed to react at 75° C. for one hour with stirring to obtain a sodium behenate solution A. Separately, 206.2 L of an aqueous solution (pH 4.0) containing 40.4 kg of silver nitrate was prepared and kept at 10° C. To a mixture of 635 L of distilled water and 30 L of t-butyl alcohol contained in a reaction ves... The solvent is C(C)(C)(C)O (t-butyl alcohol). Reactants: C(CCCCCCCCCCCCCCCCCCCCC)(=O)[O-] (behenate), O (water), aqueous solution, [OH-].[Na+] (NaOH). RXN SMILES: [C:1]([O-:24])(=[O:23])[CH2:2][CH2:3][CH2:4][CH2:5][CH2:6][CH2:7][CH2:8][CH2:9][CH2:10][CH2:11][CH2:12][CH2:13][CH2:14][CH2:15][CH2:16][CH2:17][CH2:18][CH2:19][CH2:20][CH2:21][CH3:22].O.[OH-].[Na+:27]>C(O)(C)(C)C>[C:1]([O-:24])(=[O:23])[CH2:2][CH2:3][CH2:4][CH2:5][CH2:6][CH2:7][CH2:8][CH2:9][CH2:10][CH2:11][CH2:12][CH2:13][CH2:14][CH2:15][CH2:16][CH2:17][CH2:18][CH2:19][CH2:20][CH2:21][CH3:22].[Na+:27] |f:2.3,5.6|. The reactants are CC(N)c1ccc(Br)cc1, CCO, CC=CC(=O)c1ccc(F)cc1. Product: CC(CC(=O)c1ccc(F)cc1)NC(C)c1ccc(Br)cc1. RXN SMILES: [Br:13][c:14]1[cH:15][cH:16][c:17]([CH:20]([CH3:21])[NH2:22])[cH:18][cH:19]1.[CH3:23][CH2:24][OH:25].[F:1][c:2]1[cH:3][cH:4][c:5]([C:8]([CH:9]=[CH:10][CH3:11])=[O:12])[cH:6][cH:7]1>>[F:1][c:2]1[cH:3][cH:4][c:5]([C:8]([CH2:9][CH:10]([CH3:11])[NH:22][CH:20]([c:17]2[cH:16][cH:15][c:14]([Br:13])[cH:19][cH:18]2)[CH3:21])=[O:12])[cH:6][cH:7]1. RXN SMILES: [C:1]([N:4]1[CH2:9][CH2:8][C:7]([C:18]2[CH:31]=[CH:30][C:21]([O:22][CH2:23][C:24](=[O:29])[C:25]([CH3:28])([CH3:27])[CH3:26])=[C:20]([CH3:32])[CH:19]=2)([C:10]2[CH:15]=[CH:14][C:13]([OH:16])=[C:12]([CH3:17])[CH:11]=2)[CH2:6][CH2:5]1)(=[O:3])[CH3:2].ClCC(=O)C(C)(C)C.C(=O)([O-])[O-].[Cs+].[Cs+].[CH2:47]1[O:49][C@H:48]1[CH2:50][OH:51]>>[C:1]([N:4]1[CH2:9][CH2:8][C:7]([C:18]2[CH:31]=[CH:30][C:21]([O:22][CH2:23][C:24](=[O:29])[C:25]([CH3:26])([CH3:27])[CH3:28])=[C:20]([CH3:32])[CH:19]=2)([C:10]2[CH:15]=[CH:14][C:13]([O:16][CH2:47][CH:48]([OH:49])[CH2:50][OH:51])=[C:12]([CH3:17])[CH:11]=2)[CH2:6][CH2:5]1)(=[O:3])[CH3:2] |f:2.3.4|. Starting materials: C(C)(=O)N1CCC(CC1)(C1=CC(=C(C=C1)O)C)C1=CC(=C(OCC(C(C)(C)C)=O)C=C1)C (1-{4-[1-acetyl-4-(4-hydroxy-3-methylphenyl)-piperidin-4-yl]-2-methylphenoxy)-3,3-dimethylbutan-2-one), C(C)(=O)N1CCC(CC1)(C1=CC(=C(C=C1)O)C)C1=CC(=C(OCC(C(C)(C)C)=O)C=C1)C (1-{4-[1-Acetyl-4-(4-hydroxy-3-methylphenyl)-piperidin-4-yl]-2-methylphenoxy}-3,3-dimethylbutan-2-one), C1[C@@H](O1)CO ((S)-glycidol), ClCC(C(C)(C)C)=O (1-chloropinacolone), C([O-])([O-])=O.[Cs+].[Cs+] (cesium carbonate). The product is C(C)(=O)N1CCC(CC1)(C1=CC(=C(C=C1)OCC(CO)O)C)C1=CC(=C(OCC(C(C)(C)C)=O)C=C1)C (1-(4-(1-acetyl-4-[4-(2,3-dihydroxypropoxy)-3-methylphenyl]-piperidin-4-yl}-2-methylphenoxy)-3,3-dimethylbutan-2-one). Procedure: In a manner similar to that described for Example 6B, 1-{4-[1-acetyl-4-(4-hydroxy-3-methylphenyl)-piperidin-4-yl]-2-methylphenoxy)-3,3-dimethylbutan-2-one was prepared by using 1 equiv of 1-chloropinacolone and cesium carbonate. 1-{4-[1-Acetyl-4-(4-hydroxy-3-methylphenyl)-piperidin-4-yl]-2-methylphenoxy}-3,3-dimethylbutan-2-one was then alkylated with (S)-glycidol as in Example 1H to yield 1-(4-(1-acetyl-4-[4-(2,3-dihydroxypropoxy)-3-methylphenyl]-piperidin-4-yl}-2-methylphenoxy)-3,3-dimethylbut... The reactants are CC1(OCC(O1)CO)C ((2,2-dimethyl-1,3-dioxolan-4-yl)methanol), [Na] (sodium), BrCC(=O)C1CC1 (2-bromo-1-cyclopropylethanone). Conditions: temperature 85 celsius, time 1 hour. Product: C1(CC1)C(COCC1OC(OC1)(C)C)=O (1-Cyclopropyl-2-((2,2-dimethyl-1,3-dioxolan-4-yl)methoxy)ethanone). RXN SMILES: [CH3:1][C:2]1([CH3:9])[O:6][CH:5]([CH2:7][OH:8])[CH2:4][O:3]1.[Na].Br[CH2:12][C:13]([CH:15]1[CH2:17][CH2:16]1)=[O:14]>>[CH:15]1([C:13](=[O:14])[CH2:12][O:8][CH2:7][CH:5]2[CH2:4][O:3][C:2]([CH3:9])([CH3:1])[O:6]2)[CH2:17][CH2:16]1 |^1:9|. Procedure: Charge a flask with (2,2-dimethyl-1,3-dioxolan-4-yl)methanol (10 g, 75.7 mmol), heat to 85° C. and add freshly cut sodium (465 mg, 20.23 mmol) Heat to 85° C. and stir for 1 hour. Add 2-bromo-1-cyclopropylethanone (3.0 g, 18.4 mmol) maintain the temperature at 85° C. and stir for 30 minutes. Filter and wash the solid with ACN (20 mL). Collect the filtrate and concentrate under reduced pressure. Purify via HPLC conditions Z to give the title compound as a colorless oil. (650 mg, 16.5%). MS (m/z): ... Reactants: O=Cc1cc(Br)ccc1O, CCOc1ccc(Br)cc1, C1CCOC1, COB(OC)OC, Cl, [K+], [K+], [K+], [Mg], O, O=P([O-])([O-])[O-]. The product is CCOc1ccc(-c2ccc(O)c(C=O)c2)cc1. RXN SMILES: [Br:19][c:20]1[cH:21][cH:22][c:23]([OH:28])[c:24]([CH:25]=[O:26])[cH:27]1.[Br:2][c:3]1[cH:4][cH:5][c:6]([O:9][CH2:10][CH3:11])[cH:7][cH:8]1.[CH2:38]1[O:39][CH2:40][CH2:41][CH2:42]1.[CH3:12][O:13][B:14]([O:15][CH3:16])[O:17][CH3:18].[ClH:37].[K+:34].[K+:35].[K+:36].[Mg:1].[OH2:43].[P:29]([O-:30])([O-:31])([O-:32])=[O:33]>>[c:3]1(-[c:20]2[cH:21][cH:22][c:23]([OH:28])[c:24]([CH:25]=[O:26])[cH:27]2)[cH:4][cH:5][c:6]([O:9][CH2:10][CH3:11])[cH:7][cH:8]1.